This data is from the Open Reaction Database (ORD), a public repository of structured organic reaction records. The task is: describe an organic reaction: reactants, conditions, products, and yield The reactants are NC(CCOC)C1(CCC(CC1)O)CC (4-(1-Amino-3-methoxy-propyl)-4-ethyl-cyclohexanol), Cl (hydrochloride), ClC1=C(C=C2C=CN=C(C2=C1)OC)F (7-Chloro-6-fluoro-1-methoxy-isoquinoline). Yields the product NC(CCOC)C1(CCC(CC1)OC=1C=C2C=CNC(C2=CC1Cl)=O)CC (6-[4-(1-amino-3-methoxy-propyl)-4-ethyl-cyclohexyloxy]-7-chloro-2H-isoquinolin-1-one). Yield: 43.0%. RXN SMILES: [NH2:1][CH:2]([C:7]1([CH2:14][CH3:15])[CH2:12][CH2:11][CH:10]([OH:13])[CH2:9][CH2:8]1)[CH2:3][CH2:4][O:5][CH3:6].[Cl:16][C:17]1[CH:26]=[C:25]2[C:20]([CH:21]=[CH:22][N:23]=[C:24]2[O:27]C)=[CH:19][C:18]=1F.Cl>>[NH2:1][CH:2]([C:7]1([CH2:14][CH3:15])[CH2:12][CH2:11][CH:10]([O:13][C:18]2[CH:19]=[C:20]3[C:25](=[CH:26][C:17]=2[Cl:16])[C:24](=[O:27])[NH:23][CH:22]=[CH:21]3)[CH2:9][CH2:8]1)[CH2:3][CH2:4][O:5][CH3:6]. Procedure details: Example 98 was synthesized using the reaction sequence as described for the alternative synthesis of Example 1 (step d and e). 60 mg of 4-(1-Amino-3-methoxy-propyl)-4-ethyl-cyclohexanol (59) and 53.9 mg of 7-chloro-6-fluoro-1-methoxy-isoquinoline (4) were used to give 43 mg of Example 98 as hydrochloride. Stereochemistry was not assigned. Rt=1.78 min (Method N). Detected mass: 393.3 (M+H+). Run at temperature 0 celsius, time 15 minute. RXN SMILES: [C:1](OC)(=[O:6])[CH2:2][C:3]([CH3:5])=[O:4].[H-].[Na+].C([Li])CCC.[O:16]([CH2:23][C:24]([C:26]1[CH:31]=[CH:30][CH:29]=[CH:28][CH:27]=1)=[O:25])[C:17]1[CH:22]=[CH:21][CH:20]=[CH:19][CH:18]=1>CCCCCC.O1CCCC1>[OH:4][C:3]1[CH2:5][C:24]([CH2:23][O:16][C:17]2[CH:18]=[CH:19][CH:20]=[CH:21][CH:22]=2)([C:26]2[CH:27]=[CH:28][CH:29]=[CH:30][CH:31]=2)[O:25][C:1](=[O:6])[CH:2]=1 |f:1.2|. Starting materials: O(C1=CC=CC=C1)CC(=O)C1=CC=CC=C1 (2-phenoxy-1-phenyl ethanone), C(CCC)[Li] (n-butyl lithium), C(CC(=O)C)(=O)OC (methyl acetoacetate), [H-].[Na+] (NaH), ketone. The product is OC1=CC(OC(C1)(C1=CC=CC=C1)COC1=CC=CC=C1)=O (5,6-Dihydro-4-hydroxy-6-phenoxymethyl-6-phenyl-2H-pyran-2-one), solid. Reported procedure: The title compound was prepared as described in General Method 1 using 0.85 mL of methyl acetoacetate, 350 mg of NaH 60% dispersion in oil, 5 mL of 1.6M n-butyl lithium in hexane, 2.0 g of 2-phenoxy-1-phenyl ethanone and 60 mL of tetrahydrofuran. After addition of the ketone, the reaction was stirred for 15 minutes at 0° C. then allowed to warm to room temperature and stirred for 1 hour. The crude product was triturated from diethyl ether to afford a solid (m.p. 133°-135° C.). 1 H NMR (DMSO-d6) ... The solvent is O1CCCC1 (tetrahydrofuran), CCCCCC (hexane). Reactants: FC(C(=O)O)(F)F.FC(C(=O)O)(F)F.FC(C(=O)O)(F)F.ClC=1C=NC=2NC=3C=NC=C(CCC4=C(C=CC(NC1N2)=C4)NC(C[C@H]4CNCC4)=O)C3 (N-[6-chloro-2,4,8,18,22-pentaazatetracyclo[14.3.1.1(3,7).1(9,13)]docosa-1(20),3(22),4,6,9(21),10,12,16,18-nonaen-12-yl]-2-[(3S)-pyrrolidin-3-yl]acetamide tris(trifluoroacetate)), FC1=C(C=CC=C1)N=C=O (1-fluoro-2-isocyanatobenzene). Product: FC(C(=O)O)(F)F.FC(C(=O)O)(F)F.ClC=1C=NC=2NC=3C=NC=C(CCC4=C(C=CC(NC1N2)=C4)NC(C[C@H]4CN(CC4)C(=O)NC4=C(C=CC=C4)F)=O)C3 ((3S)-3-(2-{[6-Chloro-2,4,8,18,22-pentaazatetracyclo[14.3.1.1(3,7).1(9,13)]docosa-1(20),3(22),4,6,9(21),10,12,16,18-nonaen-12-yl]amino}-2-oxoethyl)-N-(2-fluorophenyl)pyrrolidine-1-carboxamide bis(trifluoroacetate)). Isolated yield 87.0%. Reaction SMILES: [F:1][C:2]([F:7])([F:6])[C:3]([OH:5])=[O:4].[F:8][C:9]([F:14])([F:13])[C:10]([OH:12])=[O:11].FC(F)(F)C(O)=O.[Cl:22][C:23]1[CH:24]=[N:25][C:26]2[NH:27][C:28]3[CH:29]=[N:30][CH:31]=[C:32]([CH:53]=3)[CH2:33][CH2:34][C:35]3[CH:43]=[C:39]([NH:40][C:41]=1[N:42]=2)[CH:38]=[CH:37][C:36]=3[NH:44][C:45](=[O:52])[CH2:46][C@@H:47]1[CH2:51][CH2:50][NH:49][CH2:48]1.[F:54][C:55]1[CH:60]=[CH:59][CH:58]=[CH:57][C:56]=1[N:61]=[C:62]=[O:63]>>[F:1][C:2]([F:7])([F:6])[C:3]([OH:5])=[O:4].[F:8][C:9]([F:14])([F:13])[C:10]([OH:12])=[O:11].[Cl:22][C:23]1[CH:24]=[N:25][C:26]2[NH:27][C:28]3[CH:29]=[N:30][CH:31]=[C:32]([CH:53]=3)[CH2:33][CH2:34][C:35]3[CH:43]=[C:39]([NH:40][C:41]=1[N:42]=2)[CH:38]=[CH:37][C:36]=3[NH:44][C:45](=[O:52])[CH2:46][C@@H:47]1[CH2:51][CH2:50][N:49]([C:62]([NH:61][C:56]2[CH:57]=[CH:58][CH:59]=[CH:60][C:55]=2[F:54])=[O:63])[CH2:48]1 |f:0.1.2.3,5.6.7|. Procedure details: The desired compound was prepared according to the procedure of Example D41 using N-[6-chloro-2,4,8,18,22-pentaazatetracyclo[14.3.1.1(3,7).1(9,13)]docosa-1(20),3(22),4,6,9(21),10,12,16,18-nonaen-12-yl]-2-[(3S)-pyrrolidin-3-yl]acetamide tris(trifluoroacetate) and 1-fluoro-2-isocyanatobenzene as the starting materials in 87% yield. LCMS for C30H29ClFN8O2 (M+H)+: m/z=587.0. Isolated yield 31.2%. Reactants: OC1(CCCC1)C(C1=NNC=N1)C1=CC=C(C#N)C=C1 (4-[1-hydroxycyclopent-1-yl-1-(1,2,4-triazolyl) methyl]benzonitrile), S(=O)(Cl)Cl (thionyl chloride). Reaction conditions: time 2 hour. RXN SMILES: O[C:2]1([CH:7]([C:13]2[CH:20]=[CH:19][C:16]([C:17]#[N:18])=[CH:15][CH:14]=2)[C:8]2[N:12]=[CH:11][NH:10][N:9]=2)[CH2:6][CH2:5][CH2:4][CH2:3]1.S(Cl)(Cl)=O>ClCCl>[C:2]1(=[C:7]([C:13]2[CH:20]=[CH:19][C:16]([C:17]#[N:18])=[CH:15][CH:14]=2)[C:8]2[N:12]=[CH:11][NH:10][N:9]=2)[CH2:3][CH2:4][CH2:5][CH2:6]1. The product is C1(CCCC1)=C(C1=NNC=N1)C1=CC=C(C#N)C=C1 (4-[1-cyclopentylidene-1- (1,2,4triazolyl)methyl]benzonitrile). Solvent: ClCCl (dichloromethane). Procedure: 7.21 g of crude 4-[1-hydroxycyclopent-1-yl-1-(1,2,4-triazolyl) methyl]benzonitrile is dissolved in 50 ml of dichloromethane at 0° and stirred at 0° with 24 ml of thionyl chloride for 1 hour. Then the mixture is concentrated to dryness under vacuum, dissolved in 50 ml of dichloromethane, stirred for 2 hours with 32 ml of triethylamine, diluted with water, extracted four times with ethyl acetate, washed with sodium chloride solution, dried over sodium sulfate, concentrated to dryness under vacuum,... The reactants are Cl (hydrochloride), C(CCC)C1=NC2(C(N1)=O)CCCC2 (2-butyl-1,3-diazaspiro[4,4]non-1-en-4-one), [OH-].[K+] (potassium hydroxide), IC1=CC=C(CBr)C=C1 (4-iodobenzyl bromide). Reagents/catalysts: S([O-])(O)(=O)=O.C(CCC)[N+](CCCC)(CCCC)CCCC (tetrabutylammonium bisulphate). The solvent is O (water), C1(=CC=CC=C1)C (toluene), O (water). Reaction conditions: temperature 25 celsius. Product: C(CCC)C1=NC2(C(N1CC1=CC=C(C=C1)I)=O)CCCC2 (2-butyl-3-(4′-iodobenzyl)-1,3-diazaspiro[4,4]non-1-en-4-one). Yield: 88.0%. RXN SMILES: Cl.[CH2:2]([C:6]1[NH:10][C:9](=[O:11])[C:8]2([CH2:15][CH2:14][CH2:13][CH2:12]2)[N:7]=1)[CH2:3][CH2:4][CH3:5].[OH-].[K+].[I:18][C:19]1[CH:26]=[CH:25][C:22]([CH2:23]Br)=[CH:21][CH:20]=1>S(=O)(=O)(O)[O-].C([N+](CCCC)(CCCC)CCCC)CCC.C1(C)C=CC=CC=1.O>[CH2:2]([C:6]1[N:10]([CH2:23][C:22]2[CH:25]=[CH:26][C:19]([I:18])=[CH:20][CH:21]=2)[C:9](=[O:11])[C:8]2([CH2:15][CH2:14][CH2:13][CH2:12]2)[N:7]=1)[CH2:3][CH2:4][CH3:5] |f:2.3,5.6|. Procedure details: A solution of 23.07 g (100 mmol) of the hydrochloride of 2-butyl-1,3-diazaspiro[4,4]non-1-en-4-one and 19.8 g of potassium hydroxide in 100 mL de water is added to a solution of 29.7 g (100 mmol) of 4-iodobenzyl bromide and 3.4 g (10 mmol) of tetrabutylammonium bisulphate in 30 mL of toluene, and the mixture is heated at reflux for 1 hr. After cooling to 25° C., 100 mL of water is added and the phases are separated. To the organic phase is added 10 mL of concentrated hydrochloric acid, 100 mL is... Starting materials: C1(CCCC1)C=1C(=CC(=C(C1)CC(=O)OC)[N+](=O)[O-])O (Methyl 2-(5-cyclopentyl-4-hydroxy-2-nitro-phenyl)acetate), O (water). Reagents/catalysts: [Zn] (Zn). Run in C(C)(=O)O (acetic acid), CO (methanol). Reaction conditions: time 2 hour. Product: NC1=C(C=C(C(=C1)O)C1CCCC1)CC(=O)OC (methyl 2-(2-amino-5-cyclopentyl-4-hydroxyphenyl)acetate). The yield is 93.4%. As a reaction SMILES: [CH:1]1([C:6]2[C:7]([OH:20])=[CH:8][C:9]([N+:17]([O-])=O)=[C:10]([CH2:12][C:13]([O:15][CH3:16])=[O:14])[CH:11]=2)[CH2:5][CH2:4][CH2:3][CH2:2]1.O>C(O)(=O)C.CO.[Zn]>[NH2:17][C:9]1[CH:8]=[C:7]([OH:20])[C:6]([CH:1]2[CH2:5][CH2:4][CH2:3][CH2:2]2)=[CH:11][C:10]=1[CH2:12][C:13]([O:15][CH3:16])=[O:14]. Procedure: Methyl 2-(5-cyclopentyl-4-hydroxy-2-nitro-phenyl)acetate (30 mg, 0.11° mmol) was dissolved in acetic acid (1 mL) and water (0.5 mL) and treated with Zn dust (7 mg, 0.98 μL, 0.11 mmol) at room temperature. The mixture was stirred for 2 h then diluted with methanol (5 mL) and filtered. The filtrate was diluted with ethyl acetate, washed with 50% saturated NaHCO3 (2×20 mL), water, and brine. The solution was dried over Na2SO4, filtered, and dried down to provide methyl 2-(2-amino-5-cyclopentyl-4-hy... Starting materials: [H-].[Na+] (sodium hydride), IC1=C(C=CC=C1)O (2-iodophenol), CN(C=O)C (N,N-dimethylformamide), COCCl (chloromethyl methyl ether). The solvent is C(C)(=O)OCC (ethyl acetate), O (Water). Reaction conditions: time 30 minute. Product: COCOC1=C(C=CC=C1)I (2-Methoxymethyloxy-1-iodobenzene). RXN SMILES: [H-].[Na+].[I:3][C:4]1[CH:9]=[CH:8][CH:7]=[CH:6][C:5]=1[OH:10].CN(C)C=O.[CH3:16][O:17][CH2:18]Cl>C(OCC)(=O)C.O>[CH3:16][O:17][CH2:18][O:10][C:5]1[CH:6]=[CH:7][CH:8]=[CH:9][C:4]=1[I:3] |f:0.1|. Reported procedure: 216 mg of 60% oily sodium hydride was added to a mixture of 1.65 of 2-iodophenol and 20 ml of N,N-dimethylformamide under ice-cooling followed by stirring at room temperature for 30 minutes. Under ice-cooling, 570 μl of chloromethyl methyl ether was added thereto, followed by stirring for 30 minutes at room temperature. Water and ethyl acetate were added thereto. The organic phase was washed with water and brine, dried over anhydrous magnesium sulfate and the solvent was removed, to give 2.12 g ...